Dataset: the Open Reaction Database (ORD), a public repository of structured organic reaction records. Task: describe an organic reaction: reactants, conditions, products, and yield Run at time 20 hour. RXN SMILES: S(=O)(=O)(O)[OH:2].[C:6]([C:8]1([NH:17][C:18](=[O:29])[CH2:19][C:20]2[C:25]([CH3:26])=[CH:24][C:23]([CH3:27])=[CH:22][C:21]=2[CH3:28])[CH2:13][CH2:12][N:11]([O:14][CH2:15][CH3:16])[CH2:10][CH2:9]1)#N.[C:30](=O)([O-])[O-:31].[Na+].[Na+]>CO>[CH3:30][O:31][C:6]([C:8]1([NH:17][C:18](=[O:29])[CH2:19][C:20]2[C:21]([CH3:28])=[CH:22][C:23]([CH3:27])=[CH:24][C:25]=2[CH3:26])[CH2:13][CH2:12][N:11]([O:14][CH2:15][CH3:16])[CH2:10][CH2:9]1)=[O:2] |f:2.3.4|. Reactants: S(O)(O)(=O)=O (sulfuric acid), C(#N)C1(CCN(CC1)OCC)NC(CC1=C(C=C(C=C1C)C)C)=O (N-(4-cyano-1-ethoxy-piperidin-4-yl)-2-(2,4,6-trimethyl-phenyl)-acetamide), C([O-])([O-])=O.[Na+].[Na+] (Sodium carbonate). The solvent is ice water, CO (methanol). Yields the product COC(=O)C1(CCN(CC1)OCC)NC(CC1=C(C=C(C=C1C)C)C)=O (1-ethoxy-4-[2-(2,4,6-trimethyl-phenyl)-acetylamino]-piperidine-4-carboxylic acid methyl ester). Reported procedure: 1.4 ml of concentrated sulfuric acid is slowly added to a solution of 4.3 g of N-(4-cyano-1-ethoxy-piperidin-4-yl)-2-(2,4,6-trimethyl-phenyl)-acetamide in 11 ml of methanol. After stirring 20 hours under reflux, the reaction mixture is allowed to cool down to room temperature and diluted with ice water. Sodium carbonate is added and the aqueous phase is extracted with ethyl acetate. The organic phase is dried over sodium sulfate, filtered and concentrated. Chromatography (dichloromethane+1% of e... The reactants are COCCOC, CCOC(=O)c1cn(C(CSc2cccc(Cl)c2Cl)C(C)O)cn1, [NH4+], [OH-]. Yields the product CC(O)C(CSc1cccc(Cl)c1Cl)n1cnc(C(N)=O)c1. RXN SMILES: [CH3:27][O:28][CH2:29][CH2:30][O:31][CH3:32].[Cl:1][c:2]1[c:3]([S:9][CH2:10][CH:11]([CH:12]([CH3:13])[OH:14])[n:15]2[cH:16][n:17][c:18]([C:20]([O:22][CH2:21][CH3:23])=[O:24])[cH:19]2)[cH:4][cH:5][cH:6][c:7]1[Cl:8].[NH4+:25].[OH-:26]>>[Cl:1][c:2]1[c:3]([S:9][CH2:10][CH:11]([CH:12]([CH3:13])[OH:14])[n:15]2[cH:16][n:17][c:18]([C:20](=[O:22])[NH2:25])[cH:19]2)[cH:4][cH:5][cH:6][c:7]1[Cl:8]. Reactants: CC(C)C[Al+]CC(C)C, Cc1ccccc1, Cl, [H-], C1CCOC1, CCOC(=O)c1cc(Nc2ccccc2)n(-c2ccccc2)n1. Yields the product OCc1cc(Nc2ccccc2)n(-c2ccccc2)n1. RXN SMILES: [CH2:25]([Al+:26][CH2:27][CH:28]([CH3:29])[CH3:30])[CH:31]([CH3:32])[CH3:33].[CH3:40][c:41]1[cH:42][cH:43][cH:44][cH:45][cH:46]1.[ClH:34].[H-:24].[O:35]1[CH2:36][CH2:37][CH2:38][CH2:39]1.[c:1]1(-[n:7]2[n:8][c:9]([C:19](=[O:20])[O:21][CH2:22][CH3:23])[cH:10][c:11]2[NH:12][c:13]2[cH:14][cH:15][cH:16][cH:17][cH:18]2)[cH:2][cH:3][cH:4][cH:5][cH:6]1>>[c:1]1(-[n:7]2[n:8][c:9]([CH2:19][OH:20])[cH:10][c:11]2[NH:12][c:13]2[cH:14][cH:15][cH:16][cH:17][cH:18]2)[cH:2][cH:3][cH:4][cH:5][cH:6]1.